From a dataset of the Open Reaction Database (ORD), a public repository of structured organic reaction records. describe an organic reaction: reactants, conditions, products, and yield As a reaction SMILES: [CH:1]1([CH2:2][OH:3])[CH2:4][O:5]1.[F:6][C:7]([O:8][c:9]1[cH:10][cH:11][c:12]([CH2:13][Br:14])[cH:15][cH:16]1)([F:17])[F:18].[H-:20].[Na+:19].[O:21]=[CH:22][N:23]([CH3:24])[CH3:25]>>[CH:1]1([CH2:2][O:3][CH2:13][c:12]2[cH:11][cH:10][c:9]([O:8][C:7]([F:6])([F:17])[F:18])[cH:16][cH:15]2)[CH2:4][O:5]1. The product is FC(F)(F)Oc1ccc(COCC2CO2)cc1. The reactants are OCC1CO1, FC(F)(F)Oc1ccc(CBr)cc1, [H-], [Na+], CN(C)C=O. The reactants are C=O (formalin), C(#N)[BH3-].[Na+] (sodium cyanoborohydride), C(C)NC(=O)[C@H]1NC[C@H](C1)SCC1=CC=C(C=C1)OC ((2S, 4S)-2-ethylcarbamoyl-4-(4-methoxybenzylthio)-pyrrolidine), aqueous solution, [OH-].[Na+] (sodium hydroxide), [Cl-].[Na+] (sodium chloride). Solvent: C(C)#N (acetonitrile). Reaction conditions: time 40 minute. The product is C(C)NC(=O)[C@H]1N(C[C@H](C1)SCC1=CC=C(C=C1)OC)C ((2S, 4S)-2-Ethylcarbamoyl-4-(4-methoxybenzylthio)-1-methylpyrrolidine). Isolated yield 78.1%. Reaction SMILES: C=O.[C:3]([BH3-])#[N:4].[Na+].[CH2:7]([NH:9][C:10]([C@@H:12]1[CH2:16][C@H:15]([S:17][CH2:18][C:19]2[CH:24]=[CH:23][C:22]([O:25][CH3:26])=[CH:21][CH:20]=2)[CH2:14]N1)=[O:11])[CH3:8].[OH-].[Na+].[Cl-].[Na+]>C(#N)C>[CH2:7]([NH:9][C:10]([C@@H:12]1[CH2:16][C@H:15]([S:17][CH2:18][C:19]2[CH:24]=[CH:23][C:22]([O:25][CH3:26])=[CH:21][CH:20]=2)[CH2:14][N:4]1[CH3:3])=[O:11])[CH3:8] |f:1.2,4.5,6.7|. Reported procedure: 3.43 ml of 35% formalin and 804 mg of sodium cyanoborohydride were added to a solution of 2.36 g of (2S, 4S)-2-ethylcarbamoyl-4-(4-methoxybenzylthio)-pyrrolidine dissolved in 42 ml of acetonitrile, and the mixture was stirred at room temperature for 40 minutes. At the end of this time, a 1N aqueous solution of sodium hydroxide was added, and the reaction mixture was poured into an aqueous solution of sodium chloride and extracted with ethyl acetate. The extract was washed with an aqueous solutio... The reactants are CCCCC(NS(=O)(=O)c1ccc(Br)cc1)C(=O)O, C(=NC1CCCCC1)=NC1CCCCC1, ClCCl, CCOC(=O)Cc1ccc(N)cc1. Product: CCCCC(NS(=O)(=O)c1ccc(Br)cc1)C(=O)Nc1ccc(CC(=O)OCC)cc1. Reaction SMILES: [Br:1][c:2]1[cH:3][cH:4][c:5]([S:8](=[O:9])(=[O:10])[NH:11][CH:12]([C:13](=[O:14])[OH:15])[CH2:16][CH2:17][CH2:18][CH3:19])[cH:6][cH:7]1.[CH:33]1([N:34]=[C:35]=[N:36][CH:37]2[CH2:38][CH2:39][CH2:40][CH2:41][CH2:42]2)[CH2:43][CH2:44][CH2:45][CH2:46][CH2:47]1.[Cl:48][CH2:49][Cl:50].[NH2:20][c:21]1[cH:22][cH:23][c:24]([CH2:27][C:28](=[O:29])[O:30][CH2:31][CH3:32])[cH:25][cH:26]1>>[Br:1][c:2]1[cH:3][cH:4][c:5]([S:8](=[O:9])(=[O:10])[NH:11][CH:12]([C:13](=[O:15])[NH:20][c:21]2[cH:22][cH:23][c:24]([CH2:27][C:28](=[O:29])[O:30][CH2:31][CH3:32])[cH:25][cH:26]2)[CH2:16][CH2:17][CH2:18][CH3:19])[cH:6][cH:7]1.